Dataset: the Open Reaction Database (ORD), a public repository of structured organic reaction records. Task: describe an organic reaction: reactants, conditions, products, and yield Reactants: [Cl-].[NH4+] (ammonium chloride), ClC=1C=C(C=CC1)C=1N=C(SC1C(=O)N)N1C=NC2=C1C=C(C(=C2)OC)OCCO (4-(3-chloro-phenyl)-2-[6-(2-hydroxy-ethoxy)-5-methoxy-benzoimidazol-1-yl]-thiazole-5-carboxylic acid amide), C(C)N(C(C)C)C(C)C (ethyldiisopropylamine), CS(=O)(=O)Cl (methanesulfonyl chloride). Run in O (water), CN(C=O)C (dimethylformamide). Run at time 1 hour. Yields the product ClC=1C=C(C=CC1)C=1N=C(SC1C(=O)N)N1C=NC2=C1C=C(C(=C2)OC)OCCN2CCN(CC2)C (4-(3-chloro-phenyl)-2-{5-methoxy-6-[2-(4-methyl-piperazin-1-yl)-ethoxy]-benzoimidazol-1-yl}thiazole-5-carboxylic acid amide). As a reaction SMILES: [Cl:1][C:2]1[CH:3]=[C:4]([C:8]2[N:9]=[C:10]([N:16]3[C:20]4[CH:21]=[C:22]([O:27][CH2:28][CH2:29]O)[C:23]([O:25][CH3:26])=[CH:24][C:19]=4[N:18]=[CH:17]3)[S:11][C:12]=2[C:13]([NH2:15])=[O:14])[CH:5]=[CH:6][CH:7]=1.[CH2:31]([N:33]([CH:37](C)C)[CH:34](C)[CH3:35])[CH3:32].CS(Cl)(=O)=O.[Cl-].[NH4+:46]>O.CN(C)C=O>[Cl:1][C:2]1[CH:3]=[C:4]([C:8]2[N:9]=[C:10]([N:16]3[C:20]4[CH:21]=[C:22]([O:27][CH2:28][CH2:29][N:46]5[CH2:35][CH2:34][N:33]([CH3:37])[CH2:31][CH2:32]5)[C:23]([O:25][CH3:26])=[CH:24][C:19]=4[N:18]=[CH:17]3)[S:11][C:12]=2[C:13]([NH2:15])=[O:14])[CH:5]=[CH:6][CH:7]=1 |f:3.4|. Procedure details: To a mixture of 0.070 g (0.15 mmole) of 4-(3-chloro-phenyl)-2-[6-(2-hydroxy-ethoxy)-5-methoxy-benzoimidazol-1-yl]-thiazole-5-carboxylic acid amide (I.44a), 0.041 g (0.242 mmole) of ethyldiisopropylamine and 3 mL of dimethylformamide 0 degrees was added 0.027 g (0.24 mmole) of methanesulfonyl chloride. Stirring was continued for 1 hour and then 1 mL of saturated ammonium chloride solution was added dropwise. The mixture was poured into 25 mL of water and extracted three times with 20 mL of ethyl ... Starting materials: FC(S(=O)(=O)[O-])(F)F.C1(CC1)CN(S(=O)(=O)N1C=[N+](C=C1)C)C (3-(cyclopropylmethyl-methyl-sulfamoyl)-1-methyl-3-H-imidazol-1-ium trifluoromethanesulfonate), [C@H]1(CCC2=CC=CC=C12)NC1=NC2=CC=C(C=C2C=C1)N ((R)—N2-indan-1-yl-quinoline-2,6-diamine). Procedure: The title compound was prepared in accordance with step C of the general method described in example 76 from 3-(cyclopropylmethyl-methyl-sulfamoyl)-1-methyl-3-H-imidazol-1-ium trifluoromethanesulfonate and (R)—N2-indan-1-yl-quinoline-2,6-diamine; MS: m/e=423.7 (M+H+). Reaction SMILES: FC(F)(F)S([O-])(=O)=O.[CH:9]1([CH2:12][N:13]([CH3:23])[S:14]([N:17]2[CH:21]=[CH:20][N+](C)=C2)(=[O:16])=[O:15])[CH2:11][CH2:10]1.[C@H:24]1([NH:33][C:34]2[CH:43]=[CH:42][C:41]3[C:36](=[CH:37][CH:38]=C(N)C=3)[N:35]=2)[C:32]2[C:27](=[CH:28][CH:29]=[CH:30][CH:31]=2)[CH2:26][CH2:25]1>>[CH:9]1([CH2:12][N:13]([CH3:23])[S:14]([NH:17][C:21]2[CH:20]=[C:41]3[C:36](=[CH:37][CH:38]=2)[N:35]=[C:34]([NH:33][C@H:24]2[C:32]4[C:27](=[CH:28][CH:29]=[CH:30][CH:31]=4)[CH2:26][CH2:25]2)[CH:43]=[CH:42]3)(=[O:15])=[O:16])[CH2:10][CH2:11]1 |f:0.1|. Yields the product C1(CC1)CN(S(=O)(=O)NC=1C=C2C=CC(=NC2=CC1)N[C@@H]1CCC2=CC=CC=C12)C (N-(cyclopropylmethyl)-N′-{2-[(1R)-2,3-dihydro-1H-inden-1-ylamino]quinolin-6-yl}-N-methylsulfamide). Reactants: COC(=O)c1sc(-n2cnc3cc(Br)ccc32)cc1OCc1ccccc1, O=C(O)C(F)(F)F. Product: COC(=O)c1sc(-n2cnc3cc(Br)ccc32)cc1O. RXN SMILES: [Br:1][c:2]1[cH:3][c:4]2[c:5]([n:6](-[c:9]3[cH:10][c:11]([O:18][CH2:19][c:20]4[cH:21][cH:22][cH:23][cH:24][cH:25]4)[c:12]([C:14](=[O:15])[O:16][CH3:17])[s:13]3)[cH:7][n:8]2)[cH:26][cH:27]1.[F:28][C:29]([F:30])([F:31])[C:32]([OH:33])=[O:34]>>[Br:1][c:2]1[cH:3][c:4]2[c:5]([n:6](-[c:9]3[cH:10][c:11]([OH:18])[c:12]([C:14](=[O:15])[O:16][CH3:17])[s:13]3)[cH:7][n:8]2)[cH:26][cH:27]1. As a reaction SMILES: [CH3:31][S:32](=[O:33])[CH3:34].[NH2:14][CH2:15][CH2:16][CH2:17][CH2:18][O:19][c:20]1[cH:21][cH:22][c:23]([OH:29])[c:24]([C:25](=[O:26])[NH2:27])[cH:28]1.[O:1]1[CH:2]([CH2:3][O:4][c:5]2[c:6]([C:7]#[N:8])[cH:9][cH:10][cH:11][cH:12]2)[CH2:13]1.[OH2:30]>>[OH:1][CH:2]([CH2:3][O:4][c:5]1[c:6]([C:7]#[N:8])[cH:9][cH:10][cH:11][cH:12]1)[CH2:13][NH:14][CH2:15][CH2:16][CH2:17][CH2:18][O:19][c:20]1[cH:21][cH:22][c:23]([OH:29])[c:24]([C:25](=[O:26])[NH2:27])[cH:28]1. Reactants: CS(C)=O, NCCCCOc1ccc(O)c(C(N)=O)c1, N#Cc1ccccc1OCC1CO1, O. Product: N#Cc1ccccc1OCC(O)CNCCCCOc1ccc(O)c(C(N)=O)c1. The reactants are CC1(C)OB(c2ccc(O)cc2)OC1(C)C, CC(C)OCCO. Reaction SMILES: [CH3:1][C:2]1([CH3:16])[O:3][B:4]([c:9]2[cH:10][cH:11][c:12]([OH:15])[cH:13][cH:14]2)[O:5][C:6]1([CH3:7])[CH3:8].[CH:17]([CH3:18])([CH3:19])[O:20][CH2:21][CH2:22][OH:23]>>[CH3:1][C:2]1([CH3:16])[O:3][B:4]([c:9]2[cH:10][cH:11][c:12]([O:15][CH2:22][CH2:21][O:20][CH:17]([CH3:18])[CH3:19])[cH:13][cH:14]2)[O:5][C:6]1([CH3:7])[CH3:8]. Product: CC(C)OCCOc1ccc(B2OC(C)(C)C(C)(C)O2)cc1. Reactants: N1=CC=CC=2C(=CC=CC12)C(=O)O (quinoline-5-carboxylic acid), [H-].[H-].[H-].[H-].[Li+].[Al+3] (LiAlH4). Run in C1CCOC1 (THF). Reaction conditions: temperature 70 celsius, time 16 hour. The product is N1=CC=CC2=C(C=CC=C12)CO (quinolin-5-yl-methanol). Isolated yield 48.4%. As a reaction SMILES: [N:1]1[C:10]2[CH:9]=[CH:8][CH:7]=[C:6]([C:11](O)=[O:12])[C:5]=2[CH:4]=[CH:3][CH:2]=1.[H-].[H-].[H-].[H-].[Li+].[Al+3]>C1COCC1>[N:1]1[C:10]2[C:5](=[C:6]([CH2:11][OH:12])[CH:7]=[CH:8][CH:9]=2)[CH:4]=[CH:3][CH:2]=1 |f:1.2.3.4.5.6|. Procedure: To a solution of quinoline-5-carboxylic acid (500 mg, 2.83 mmol) in THF (10 mL) was added slowly LiAlH4 (1.0 M, THF) solution at 0° C. The resulting residue was heated to 70° C. for 3 h and stirred at room temperature for 16 h. The reaction mixture was cooled to 0° C. and quenched with water (1 mL) and 10% NaOH (1.5 mL) solution. The reaction mixture was stirred for 1 h. The solution was filtered through a pad of celite and rinsed with THF. The filtrate was concentrated and the resulting residue... The reactants are O=C([O-])[O-], CC[N+](CC)(CC)Cc1ccccc1, CC(C)OCCOS(C)(=O)=O, CC#N, CCOC(C)=O, [Cl-], [K+], [K+], CC(C)(C)OC(=O)NN1C(=O)c2ccccc2C1=O, O. Product: CC(C)OCCN(C(=O)OC(C)(C)C)N1C(=O)c2ccccc2C1=O. As a reaction SMILES: [C:31](=[O:32])([O-:33])[O-:34].[CH2:41]([N+:42]([CH2:43][CH3:44])([CH2:45][CH3:46])[CH2:47][CH3:48])[c:49]1[cH:50][cH:51][cH:52][cH:53][cH:54]1.[CH3:1][S:2]([O:3][CH2:6][CH2:7][O:8][CH:9]([CH3:10])[CH3:11])(=[O:4])=[O:5].[CH3:37][C:38]#[N:39].[CH3:55][CH2:56][O:57][C:58](=[O:59])[CH3:60].[Cl-:40].[K+:35].[K+:36].[O:12]=[C:13]1[N:14]([NH:23][C:24]([O:25][C:26]([CH3:27])([CH3:28])[CH3:29])=[O:30])[C:15](=[O:22])[c:16]2[cH:17][cH:18][cH:19][cH:20][c:21]21.[OH2:61]>>[CH2:6]([CH2:7][O:8][CH:9]([CH3:10])[CH3:11])[N:23]([N:14]1[C:13](=[O:12])[c:21]2[c:16]([cH:17][cH:18][cH:19][cH:20]2)[C:15]1=[O:22])[C:24]([O:25][C:26]([CH3:27])([CH3:28])[CH3:29])=[O:30]. Starting materials: COC(CC1=CC2=CC=C(C=C2C(=C1I)O)F)=O ((6-fluoro-4-hydroxy-3-iodo-naphthalen-2-yl)-acetic acid methyl ester), C(C)(=O)OC(C)=O (acetic anhydride). The reagents and catalysts are CN(C1=CC=NC=C1)C (4-dimethylaminopyridine). The solvent is N1=CC=CC=C1 (pyridine), Cl (hydrochloric acid). Run at time 8 hour. Product: COC(CC1=CC2=CC=C(C=C2C(=C1I)OC(C)=O)F)=O ((4-acetoxy-6-fluoro-3-iodo-naphthalen-2-yl)acetic acid methyl ester). Yield: 53.3%. Reaction SMILES: [CH3:1][O:2][C:3](=[O:18])[CH2:4][C:5]1[C:14]([I:15])=[C:13]([OH:16])[C:12]2[C:7](=[CH:8][CH:9]=[C:10]([F:17])[CH:11]=2)[CH:6]=1.[C:19](OC(=O)C)(=[O:21])[CH3:20]>CN(C)C1C=CN=CC=1.N1C=CC=CC=1.Cl>[CH3:1][O:2][C:3](=[O:18])[CH2:4][C:5]1[C:14]([I:15])=[C:13]([O:16][C:19](=[O:21])[CH3:20])[C:12]2[C:7](=[CH:8][CH:9]=[C:10]([F:17])[CH:11]=2)[CH:6]=1. Reported procedure: To a stirred solution of (6-fluoro-4-hydroxy-3-iodo-naphthalen-2-yl)-acetic acid methyl ester (500 mg, 1.4 mmol) and 4-dimethylaminopyridine (34 mg, 0.28 mmol) in pyridine (3 mL) was added acetic anhydride (160 μL, 1.7 mmol). After being stirred at room temperature overnight, the resulting mixture was diluted with 10% hydrochloric acid (20 mL), and extracted with ethyl acetate (30 mL×2). The combined organic layers were washed with brine (30 mL×2), dried over sodium sulfate, and concentrated in ... The reactants are [OH-].[Na+] (sodium hydroxide), ice water, Cl (hydrochloric acid), BrC1=CC=C(C=C1)C1(C(C2=C(C(=C(C=C2C1)O)Cl)Cl)=O)C (2-(4-bromophenyl)-2-methyl-5-hydroxy-6,7-dichloro-1-indanone), C([O-])([O-])=O.[K+].[K+] (potassium carbonate), BrCC(=O)OCC (ethyl bromoacetate). The solvent is O (water), CN(C=O)C (dimethylformamide). Conditions: temperature 100 celsius. Product: O=C1C(CC2=CC(=C(C(=C12)Cl)Cl)OCC(=O)O)(C)C1=CC=C(C=C1)Br ([1-Oxo-2-(4-bromophenyl)-2-methyl-6,7-dichloro-5-indanyloxy]acetic acid). Reaction SMILES: [Br:1][C:2]1[CH:7]=[CH:6][C:5]([C:8]2([CH3:21])[CH2:16][C:15]3[C:10](=[C:11]([Cl:19])[C:12]([Cl:18])=[C:13]([OH:17])[CH:14]=3)[C:9]2=[O:20])=[CH:4][CH:3]=1.C(=O)([O-])[O-].[K+].[K+].Br[CH2:29][C:30]([O:32]CC)=[O:31].[OH-].[Na+].Cl>CN(C)C=O.O>[O:20]=[C:9]1[C:10]2[C:15](=[CH:14][C:13]([O:17][CH2:29][C:30]([OH:32])=[O:31])=[C:12]([Cl:18])[C:11]=2[Cl:19])[CH2:16][C:8]1([C:5]1[CH:6]=[CH:7][C:2]([Br:1])=[CH:3][CH:4]=1)[CH3:21] |f:1.2.3,5.6|. Reported procedure: A stirred mixture of 2-(4-bromophenyl)-2-methyl-5-hydroxy-6,7-dichloro-1-indanone (4.48 g., 0.0116 mole), potassium carbonate (3.88 g., 0.0232 mole) and ethyl bromoacetate (3.21 g., 0.0232 mole) in dimethylformamide (100 ml.) is warmed at 55°-60° C. for 3 hours, then treated with water (100 ml.)-10N sodium hydroxide solution (5 ml., 0.05 mole) and heated at 100° C. for 2 hours. The reaction mixture is added slowly to crushed ice-water (1500 ml.)-12N hydrochloric acid (50 ml.) to precipitate 3.24...